From a dataset of the Open Reaction Database (ORD), a public repository of structured organic reaction records. describe an organic reaction: reactants, conditions, products, and yield Isolated yield 173.2%. As a reaction SMILES: I[C:2]1[CH:12]=[CH:11][C:5]([C:6]([O:8][CH2:9][CH3:10])=[O:7])=[CH:4][CH:3]=1.[C:13]1([C:19]#[CH:20])[CH:18]=[CH:17][CH:16]=[CH:15][CH:14]=1.C(NCC)C>CN(C=O)C.C1C=CC([P]([Pd]([P](C2C=CC=CC=2)(C2C=CC=CC=2)C2C=CC=CC=2)([P](C2C=CC=CC=2)(C2C=CC=CC=2)C2C=CC=CC=2)[P](C2C=CC=CC=2)(C2C=CC=CC=2)C2C=CC=CC=2)(C2C=CC=CC=2)C2C=CC=CC=2)=CC=1.[Cu]I>[C:13]1([C:19]#[C:20][C:2]2[CH:12]=[CH:11][C:5]([C:6]([O:8][CH2:9][CH3:10])=[O:7])=[CH:4][CH:3]=2)[CH:18]=[CH:17][CH:16]=[CH:15][CH:14]=1 |^1:34,36,55,74|. The solvent is EtOAc hexanes, CN(C)C=O (DMF). The reactants are IC1=CC=C(C(=O)OCC)C=C1 (ethyl 4-iodobenzoate), C1(=CC=CC=C1)C#C (phenylacetylene), C(C)NCC (diethylamine). Procedure: To a solution of ethyl 4-iodobenzoate (5.0 g, 18.2 mmol) in DMF (8 mL) was added phenylacetylene (2.25 g, 22.1 mmol), Pd(Ph3P)4 (502 mg, 0.45 mmol), CuI (172 mg, 0.91 mmol) and diethylamine (2 mL). The reaction vessel was sealed and heated at 60° C. for 1 h in a microwave reactor. The reaction was cooled to room temperature, diluted with EtOAc:hexanes (2:1, 150 mL) and washed with water (2×100 mL) and brine (100 mL). The organic phase was dried over MgSO4, filtered and concentrated under vacuum.... The reagents and catalysts are C=1C=CC(=CC1)[P](C=2C=CC=CC2)(C=3C=CC=CC3)[Pd]([P](C=4C=CC=CC4)(C=5C=CC=CC5)C=6C=CC=CC6)([P](C=7C=CC=CC7)(C=8C=CC=CC8)C=9C=CC=CC9)[P](C=1C=CC=CC1)(C=1C=CC=CC1)C=1C=CC=CC1 (Pd(Ph3P)4), [Cu]I (CuI). Product: C1(=CC=CC=C1)C#CC1=CC=C(C(=O)OCC)C=C1 (ethyl 4-(phenylethynyl)benzoate). Reaction conditions: temperature 60 celsius. Starting materials: BrB(Br)Br, COc1ccc2c(Oc3ccc(C=CC(=O)O)cc3)c(-c3ccccc3)c(CC(C)C)cc2c1, ClCCl. The product is CC(C)Cc1cc2cc(O)ccc2c(Oc2ccc(C=CC(=O)O)cc2)c1-c1ccccc1. RXN SMILES: [B:35]([Br:36])([Br:37])[Br:38].[CH3:1][O:2][c:3]1[cH:4][c:5]2[cH:6][c:7]([CH2:31][CH:32]([CH3:33])[CH3:34])[c:8](-[c:25]3[cH:26][cH:27][cH:28][cH:29][cH:30]3)[c:9]([O:13][c:14]3[cH:15][cH:16][c:17]([CH:20]=[CH:21][C:22](=[O:23])[OH:24])[cH:18][cH:19]3)[c:10]2[cH:11][cH:12]1.[Cl:39][CH2:40][Cl:41]>>[OH:2][c:3]1[cH:4][c:5]2[cH:6][c:7]([CH2:31][CH:32]([CH3:33])[CH3:34])[c:8](-[c:25]3[cH:26][cH:27][cH:28][cH:29][cH:30]3)[c:9]([O:13][c:14]3[cH:15][cH:16][c:17]([CH:20]=[CH:21][C:22](=[O:23])[OH:24])[cH:18][cH:19]3)[c:10]2[cH:11][cH:12]1.